Dataset: the Open Reaction Database (ORD), a public repository of structured organic reaction records. Task: describe an organic reaction: reactants, conditions, products, and yield The reactants are C(C)#N (acetonitrile), O1CCCC1 (tetrahydrofuran), [Cl-].[Al+3].[Cl-].[Cl-] (aluminum chloride), [H-].[Al+3].[Li+].[H-].[H-].[H-] (lithium aluminum hydride), O1CCCC1 (tetrahydrofuran), O1CCCC1 (tetrahydrofuran). Conditions: time 10 minute. Product: C(=C)C=1C=C(C=CC1)CCN (3-Vinylphenylethylamine). Yield: 47.0%. Reaction SMILES: [Cl-].[Al+3].[Cl-].[Cl-].[H-].[Al+3].[Li+].[H-].[H-].[H-].[C:11](#[N:13])[CH3:12].O1[CH2:18][CH2:17][CH2:16][CH2:15]1>>[CH:16]([C:17]1[CH:18]=[C:15]([CH2:12][CH2:11][NH2:13])[CH:16]=[CH:17][CH:18]=1)=[CH2:15] |f:0.1.2.3,4.5.6.7.8.9|. Reported procedure: A solution of aluminum chloride (1.44 g, 10.8 mmol) in tetrahydrofuran (25 ml) was added carefully to lithium aluminum hydride (1.23 g, 32.4 mmol) in tetrahydrofuran (25 ml), and the mixture stirred at room temperature for 10 mins. A solution of the intermediate acetonitrile in tetrahydrofuran (50 ml) was then added and the reaction stirred at room temperature for 3 hrs. The reaction was quenched by the addition of hydrochloric acid, then basified using aqueous NaOH solution. The mixture was ext... As a reaction SMILES: [CH2:1]([C:5]1[CH:10]=[CH:9][C:8]([C:11]#[C:12][C:13]2[CH:22]=[CH:21][C:16]([C:17]([O:19]C)=[O:18])=[CH:15][CH:14]=2)=[CH:7][CH:6]=1)[CH2:2][CH2:3][CH3:4].[Li+].[OH-].O>CO>[CH2:1]([C:5]1[CH:10]=[CH:9][C:8]([C:11]#[C:12][C:13]2[CH:22]=[CH:21][C:16]([C:17]([OH:19])=[O:18])=[CH:15][CH:14]=2)=[CH:7][CH:6]=1)[CH2:2][CH2:3][CH3:4] |f:1.2|. The yield is 89.8%. Procedure: To a solution of methyl 4-[(4-butylphenyl)ethynyl]benzoate (23.0 g, 0.078 mol) in MeOH (200 ml) was added LiOH (3.6 g, 0.157 mol) followed by water (50 mL) and the reaction mixture was stirred for 5 hrs at rt. The solvents were removed under reduced pressure. The residue was acidified with an aqueous solution of HCl (1.5M) and a solid precipitated out. The precipitate was filtered and dried to yield 19.5 g (89%) of the title compound. 1H NMR (DMSO-d6) δ: 13.1 (brs, 1H), 7.96 (dd, J=1.6 and 6.7 H... The product is C(CCC)C1=CC=C(C=C1)C#CC1=CC=C(C(=O)O)C=C1 (4-(4-butylphenylethynyl)benzoic acid). Run at time 5 hour. The reactants are C(CCC)C1=CC=C(C=C1)C#CC1=CC=C(C(=O)OC)C=C1 (methyl 4-[(4-butylphenyl)ethynyl]benzoate), [Li+].[OH-] (LiOH), O (water). The solvent is CO (MeOH). Starting materials: O=C1C2(CC3=CC(=C(C(=C13)Cl)Cl)OCC#N)CCCC2 ([1'-oxo-6',7'-dichlorospiro(cyclopentane-1,2'-indan)-5'-yloxy]acetonitrile), [N-]=[N+]=[N-].[Na+] (sodium azide), [Cl-].[NH4+] (ammonium chloride). The solvent is CN(C=O)C (dimethylformamide). The product is O=C1C2(CC3=CC(=C(C(=C13)Cl)Cl)OCC1=NN=NN1)CCCC2 (5-[1'-Oxo-6',7'-dichlorospiro(cyclopentane-1,2'-indan)-5'-yloxymethyl]tetrazole). RXN SMILES: [O:1]=[C:2]1[C:10]2[C:5](=[CH:6][C:7]([O:13][CH2:14][C:15]#[N:16])=[C:8]([Cl:12])[C:9]=2[Cl:11])[CH2:4][C:3]21[CH2:20][CH2:19][CH2:18][CH2:17]2.[N-:21]=[N+:22]=[N-:23].[Na+].[Cl-].[NH4+]>CN(C)C=O>[O:1]=[C:2]1[C:10]2[C:5](=[CH:6][C:7]([O:13][CH2:14][C:15]3[NH:23][N:22]=[N:21][N:16]=3)=[C:8]([Cl:12])[C:9]=2[Cl:11])[CH2:4][C:3]21[CH2:20][CH2:19][CH2:18][CH2:17]2 |f:1.2,3.4|. Reported procedure: The title compound is prepared following substantially the same procedure described in Example 5, Step G, using the following substances: [1'-oxo-6',7'-dichlorospiro(cyclopentane-1,2'-indan)-5'-yloxy]acetonitrile (5.3 g.), sodium azide (1.44 g.), ammonium chloride (1.14 g.) and dimethylformamide (35 ml.). This procedure affords 5.0 g. (83%) of 5-[1'-oxo-6',7'-dichlorospiro(cyclopentane-1,2'-indan)5'-yloxymethyl]tetrazole which after recrystallization from acetonitrile melts at 191°C.